Dataset: the Open Reaction Database (ORD), a public repository of structured organic reaction records. Task: describe an organic reaction: reactants, conditions, products, and yield The reactants are BrC=1C(=NC=C(C1)C)Cl (3-bromo-2-chloro-5-methylpyridine), Cl (hydrogen chloride), C(Cl)(Cl)(Cl)Cl (carbon tetrachloride), ClCl (chlorine). Product: ClC1=NC=C(C=C1Cl)C(Cl)(Cl)Cl (2,3-dichloro-5-trichloromethylpyridine). RXN SMILES: Br[C:2]1[C:3]([Cl:9])=[N:4][CH:5]=[C:6](C)[CH:7]=1.[ClH:10].ClCl.[C:13]([Cl:17])(Cl)([Cl:15])[Cl:14]>>[Cl:9][C:3]1[C:2]([Cl:10])=[CH:7][C:6]([C:13]([Cl:17])([Cl:15])[Cl:14])=[CH:5][N:4]=1. Procedure: The product from (b) (64 g) in dry carbon tetrachloride (650 ml) was treated with dry hydrogen chloride. The precipitate was broken up and the suspension heated under reflux while dry chlorine was bubbled into the mixture, with illumination from an ultra-violet light source. After 41/2 hours, the mixture was cooled, filtered, and the filtrate evaporated to give the required 2,3-dichloro-5-trichloromethylpyridine. The mass spectrum was consistent with the structure assigned to this compound. The reactants are CCO, O=Cc1ccc(C(=O)O)cc1, [K+], C1COCCO1, [OH-], O, O=C1CCCc2cc(OCCn3ccnc3)ccc21. Product: O=C(O)c1ccc(C=C2CCc3cc(OCCn4ccnc4)ccc3C2=O)cc1. As a reaction SMILES: [CH3:39][CH2:40][OH:41].[CH:20](=[O:21])[c:22]1[cH:23][cH:24][c:25]([C:26](=[O:27])[OH:28])[cH:29][cH:30]1.[K+:38].[O:31]1[CH2:32][CH2:33][O:34][CH2:35][CH2:36]1.[OH-:37].[OH2:42].[n:1]1([CH2:6][CH2:7][O:8][c:9]2[cH:10][c:11]3[c:16]([cH:17][cH:18]2)[C:15](=[O:19])[CH2:14][CH2:13][CH2:12]3)[cH:2][n:3][cH:4][cH:5]1>>[n:1]1([CH2:6][CH2:7][O:8][c:9]2[cH:10][c:11]3[c:16]([cH:17][cH:18]2)[C:15](=[O:19])[C:14](=[CH:20][c:22]2[cH:23][cH:24][c:25]([C:26](=[O:27])[OH:28])[cH:29][cH:30]2)[CH2:13][CH2:12]3)[cH:2][n:3][cH:4][cH:5]1. Starting materials: CCCN(CCC)CCC, O=c1[nH]c2c(-c3nc(C4CC4)no3)ncn2c2cccc(Cl)c12, ClCCl, O, O=P(Cl)(Cl)Cl. The product is Clc1cccc2c1c(Cl)nc1c(-c3nc(C4CC4)no3)ncn12. RXN SMILES: [CH3:24][CH2:25][CH2:26][N:27]([CH2:28][CH2:29][CH3:30])[CH2:31][CH2:32][CH3:33].[Cl:1][c:2]1[c:3]2[c:4](=[O:23])[nH:5][c:6]3[n:7]([c:8]2[cH:9][cH:10][cH:11]1)[cH:12][n:13][c:14]3-[c:15]1[n:16][c:17]([CH:20]2[CH2:21][CH2:22]2)[n:18][o:19]1.[Cl:40][CH2:41][Cl:42].[OH2:39].[P:34]([Cl:35])([Cl:36])([Cl:37])=[O:38]>>[Cl:1][c:2]1[c:3]2[c:4]([Cl:36])[n:5][c:6]3[n:7]([c:8]2[cH:9][cH:10][cH:11]1)[cH:12][n:13][c:14]3-[c:15]1[n:16][c:17]([CH:20]2[CH2:21][CH2:22]2)[n:18][o:19]1. Reactants: CC[C@H]1CNC(=O)O1, CC1=C(C(=NC(=N1)/N=C/N(C)C)Cl)CC2=CC=C(C=C2)CC#N. The reagents and catalysts are C(=O)([O-])[O-].[K+].[K+], CC1(C2=C(C(=CC=C2)P(C3=CC=CC=C3)C4=CC=CC=C4)OC5=C1C=CC=C5P(C6=CC=CC=C6)C7=CC=CC=C7)C, CC(=O)O.CC(=O)O.[Pd]. Run in C1COCCO1. Conditions: temperature 100 celsius. Product: CC[C@H]1CN(C(=O)O1)C2=NC(=NC(=C2CC3=CC=C(C=C3)CC#N)C)/N=C/N(C)C. The yield is 45.7%. Procedure details: Palladium(II) acetate (8.22 mg, 0.04 mmol) and 9,9-Dimethyl-4,5-bis(diphenylphosphino)xanthene (42.4 mg, 0.07 mmol) were added to dioxane (3 mL) and the solution was stirred at room temperature for 10 minutes.(E)-N'-(4-chloro-5-(4-(cyanomethyl)benzyl)-6-methylpyrimidin-2-yl)-N,N-dimethylformimidamide (240 mg, 0.73 mmol), (S)-5-ethyloxazolidin-2-one (169 mg, 1.46 mmol) and POTASSIUM CARBONATE (202 mg, 1.46 mmol) were added and the mixture was heated at 100 °C for 1 hour. The solvent was evaporate... Reactants: O (water), C(=O)(O)[O-].[Na+] (NaHCO3), NC1=C(C=CC=C1)NC(CCC=1C(=C2C(=CN(C2=C(C1)F)CC)CC(=O)N(C)C)OC)=O (N-(2-aminophenyl)-3-(3-(2-(dimethylamino)-2-oxoethyl)-1-ethyl-7-fluoro-4-methoxy-1H-indol-5-yl)propanamide). Run in C(C)(=O)O (acetic acid). Product: N1C(=NC2=C1C=CC=C2)CCC=2C(=C1C(=CN(C1=C(C2)F)CC)CC(=O)N(C)C)OC (2-(5-(2-(1H-benzo[d]imidazol-2-yl)ethyl)-1-ethyl-7-fluoro-4-methoxy-1H-indol-3-yl)-N,N-dimethylacetamide). Yield: 68.3%. As a reaction SMILES: [NH2:1][C:2]1[CH:7]=[CH:6][CH:5]=[CH:4][C:3]=1[NH:8][C:9](=O)[CH2:10][CH2:11][C:12]1[C:13]([O:30][CH3:31])=[C:14]2[C:18](=[C:19]([F:21])[CH:20]=1)[N:17]([CH2:22][CH3:23])[CH:16]=[C:15]2[CH2:24][C:25]([N:27]([CH3:29])[CH3:28])=[O:26].O.C([O-])(O)=O.[Na+]>C(O)(=O)C>[NH:8]1[C:3]2[CH:4]=[CH:5][CH:6]=[CH:7][C:2]=2[N:1]=[C:9]1[CH2:10][CH2:11][C:12]1[C:13]([O:30][CH3:31])=[C:14]2[C:18](=[C:19]([F:21])[CH:20]=1)[N:17]([CH2:22][CH3:23])[CH:16]=[C:15]2[CH2:24][C:25]([N:27]([CH3:29])[CH3:28])=[O:26] |f:2.3|. Procedure details: A solution of 29-2 (230 mg, 0.52 mmol) in acetic acid (10 mL) was heated to 80° C. for 3 h. After cooled to room temperature, water (10 mL) and sat. aqueous NaHCO3 (30 mL) were added. The mixture was extracted with ethyl acetate (3×20 mL). The combined organic layer was dried with MgSO4, filtered and evaporated to afford 29-3 (150 mg, 68%) as yellow oil. LRMS: calc 422.5 and found: 423.2 [M+1]. The reactants are CC(C)(C)[O-], CS(C)=O, CC(F)(F)CN1C(=O)C2COCCN2c2nc(Cl)ncc21, CI, [Na+]. Product: CC(F)(F)CN1C(=O)C2(C)COCCN2c2nc(Cl)ncc21. RXN SMILES: [CH3:24][C:25]([O-:26])([CH3:27])[CH3:28].[CH3:30][S:31]([CH3:32])=[O:33].[Cl:1][c:2]1[n:3][c:4]2[c:9]([cH:10][n:11]1)[N:8]([CH2:12][C:13]([CH3:14])([F:15])[F:16])[C:7](=[O:17])[CH:6]1[N:5]2[CH2:21][CH2:20][O:19][CH2:18]1.[I:22][CH3:23].[Na+:29]>>[Cl:1][c:2]1[n:3][c:4]2[c:9]([cH:10][n:11]1)[N:8]([CH2:12][C:13]([CH3:14])([F:15])[F:16])[C:7](=[O:17])[C:6]1([CH3:24])[N:5]2[CH2:21][CH2:20][O:19][CH2:18]1.